This data is from the Open Reaction Database (ORD), a public repository of structured organic reaction records. The task is: describe an organic reaction: reactants, conditions, products, and yield Reactants: C1CCOC1, O=C(Cl)c1ccc(Oc2cc(Cl)cc(Cl)c2)o1, CC(C)C(=O)Nc1cccc(C2CCN(CCCN)CC2)c1. The product is CC(C)C(=O)Nc1cccc(C2CCN(CCCNC(=O)c3ccc(Oc4cc(Cl)cc(Cl)c4)o3)CC2)c1. As a reaction SMILES: [CH2:40]1[O:41][CH2:42][CH2:43][CH2:44]1.[Cl:23][c:24]1[cH:25][c:26]([O:27][c:28]2[cH:29][cH:30][c:31]([C:33](=[O:34])[Cl:35])[o:32]2)[cH:36][c:37]([Cl:39])[cH:38]1.[NH2:1][CH2:2][CH2:3][CH2:4][N:5]1[CH2:6][CH2:7][CH:8]([c:11]2[cH:12][c:13]([NH:17][C:18]([CH:19]([CH3:20])[CH3:21])=[O:22])[cH:14][cH:15][cH:16]2)[CH2:9][CH2:10]1>>[NH:1]([CH2:2][CH2:3][CH2:4][N:5]1[CH2:6][CH2:7][CH:8]([c:11]2[cH:12][c:13]([NH:17][C:18]([CH:19]([CH3:20])[CH3:21])=[O:22])[cH:14][cH:15][cH:16]2)[CH2:9][CH2:10]1)[C:33]([c:31]1[cH:30][cH:29][c:28]([O:27][c:26]2[cH:25][c:24]([Cl:23])[cH:38][c:37]([Cl:39])[cH:36]2)[o:32]1)=[O:34]. Starting materials: CC(=O)OC1CCC2C3=CCC4=C(CCC(O)C4)C3CCC12C, CC(C)(C)[Si](Cl)(c1ccccc1)c1ccccc1, ClCCl, Cl, c1c[nH]cn1. The product is CC(=O)OC1CCC2C3=CCC4=C(CCC(O[Si](c5ccccc5)(c5ccccc5)C(C)(C)C)C4)C3CCC12C. Reaction SMILES: [C:1]([CH3:2])(=[O:3])[O:4][CH:5]1[C:6]2([CH3:7])[CH:8]([CH2:9][CH2:10]1)[C:11]1=[CH:12][CH2:13][C:14]3=[C:19]([CH2:18][CH2:17][CH:16]([OH:23])[CH2:15]3)[CH:20]1[CH2:21][CH2:22]2.[C:29]([CH3:30])([CH3:31])([CH3:32])[Si:33]([c:34]1[cH:35][cH:36][cH:37][cH:38][cH:39]1)([c:40]1[cH:41][cH:42][cH:43][cH:44][cH:45]1)[Cl:46].[Cl:48][CH2:49][Cl:50].[ClH:47].[nH:24]1[cH:25][cH:26][n:27][cH:28]1>>[C:1]([CH3:2])(=[O:3])[O:4][CH:5]1[C:6]2([CH3:7])[CH:8]([CH2:9][CH2:10]1)[C:11]1=[CH:12][CH2:13][C:14]3=[C:19]([CH2:18][CH2:17][CH:16]([O:23][Si:33]([C:29]([CH3:30])([CH3:31])[CH3:32])([c:34]4[cH:35][cH:36][cH:37][cH:38][cH:39]4)[c:40]4[cH:41][cH:42][cH:43][cH:44][cH:45]4)[CH2:15]3)[CH:20]1[CH2:21][CH2:22]2. Reactants: CCO (EtOH), COC(=O)C=1C(=C2C=C(C(N(C2=CN1)CC1=CC=CC=C1)=O)C#CC1=CC=CC=C1)O (1-benzyl-5-hydroxy-2-oxo-3-phenylethynyl-1,2-dihydro-[1,7]naphthyridine-6-carboxylic acid methyl ester). Reagents/catalysts: [Pd] (palladium on carbon). The solvent is CCOC(=O)C.CO (EtOAc MeOH). Reaction conditions: time 16 hour. The product is COC(=O)C=1C(=C2C=C(C(N(C2=CN1)CC1=CC=CC=C1)=O)CCC1=CC=CC=C1)O (1-Benzyl-5-hydroxy-2-oxo-3-phenethyl-1,2-dihydro-[1,7]naphthyridine-6-carboxylic acid methyl ester). Yield: 59.3%. Reaction SMILES: CCO.[CH3:4][O:5][C:6]([C:8]1[C:9]([OH:34])=[C:10]2[C:15](=[CH:16][N:17]=1)[N:14]([CH2:18][C:19]1[CH:24]=[CH:23][CH:22]=[CH:21][CH:20]=1)[C:13](=[O:25])[C:12]([C:26]#[C:27][C:28]1[CH:33]=[CH:32][CH:31]=[CH:30][CH:29]=1)=[CH:11]2)=[O:7]>[Pd].CCOC(C)=O.CO>[CH3:4][O:5][C:6]([C:8]1[C:9]([OH:34])=[C:10]2[C:15](=[CH:16][N:17]=1)[N:14]([CH2:18][C:19]1[CH:24]=[CH:23][CH:22]=[CH:21][CH:20]=1)[C:13](=[O:25])[C:12]([CH2:26][CH2:27][C:28]1[CH:29]=[CH:30][CH:31]=[CH:32][CH:33]=1)=[CH:11]2)=[O:7] |f:3.4|. Procedure: A flask was charged with 10% palladium on carbon (100 mg), EtOH (10 mL), and a solution of 1-benzyl-5-hydroxy-2-oxo-3-phenylethynyl-1,2-dihydro-[1,7]naphthyridine-6-carboxylic acid methyl ester (250 mg, 0.61 mmol) in 10 mL of EtOAc/MeOH (1:1). The mixture was placed under H2 atmosphere and stirred for 16 h. After removal of Pd/C by filtration, the solution was concentrated in vacuo. The residue was purified by silica gel chromatography (0-60% EtOAc/hexanes+2% AcOH) to give 150 mg of the title co... Starting materials: C(C=C)O[C@@H]1[C@H]([C@@H](O[C@@H]([C@@H]1OCC1=CC=CC=C1)COCC=C)OC[C@@H](OCCCCCCCCCCCCCC)COCCCCCCCCCCCCCC)OCC1=CC=CC=C1 (3,6-di-O-Allyl-2,4-di-O-benzyl-β-D-galactopyranosyl-(1→1)-2,3-di-O-tetradecyl-sn-glycerol), II (iodine), O (water). Reagents/catalysts: [Ir] (Iridium). Run in O1CCCC1 (tetrahydrofuran), O1CCCC1 (tetrahydrofuran), O1CCCC1 (tetrahydrofuran), C(Cl)(Cl)Cl (chloroform). Product: C(C1=CC=CC=C1)O[C@H]1[C@@H](O[C@@H]([C@@H]([C@@H]1O)OCC1=CC=CC=C1)CO)OC[C@@H](OCCCCCCCCCCCCCC)COCCCCCCCCCCCCCC (2,4-di-O-Benzyl-β-D-galactopyranosyl-(1→1)-2,3-di-O-tetradecyl-sn-glycerol). Yield: 87.4%. RXN SMILES: C([O:4][C@H:5]1[C@@H:10]([O:11][CH2:12][C:13]2[CH:18]=[CH:17][CH:16]=[CH:15][CH:14]=2)[C@@H:9]([CH2:19][O:20]CC=C)[O:8][C@@H:7]([O:24][CH2:25][C@H:26]([CH2:42][O:43][CH2:44][CH2:45][CH2:46][CH2:47][CH2:48][CH2:49][CH2:50][CH2:51][CH2:52][CH2:53][CH2:54][CH2:55][CH2:56][CH3:57])[O:27][CH2:28][CH2:29][CH2:30][CH2:31][CH2:32][CH2:33][CH2:34][CH2:35][CH2:36][CH2:37][CH2:38][CH2:39][CH2:40][CH3:41])[C@@H:6]1[O:58][CH2:59][C:60]1[CH:65]=[CH:64][CH:63]=[CH:62][CH:61]=1)C=C.II.O>O1CCCC1.C(Cl)(Cl)Cl.[Ir]>[CH2:59]([O:58][C@@H:6]1[C@@H:5]([OH:4])[C@@H:10]([O:11][CH2:12][C:13]2[CH:14]=[CH:15][CH:16]=[CH:17][CH:18]=2)[C@@H:9]([CH2:19][OH:20])[O:8][C@H:7]1[O:24][CH2:25][C@H:26]([CH2:42][O:43][CH2:44][CH2:45][CH2:46][CH2:47][CH2:48][CH2:49][CH2:50][CH2:51][CH2:52][CH2:53][CH2:54][CH2:55][CH2:56][CH3:57])[O:27][CH2:28][CH2:29][CH2:30][CH2:31][CH2:32][CH2:33][CH2:34][CH2:35][CH2:36][CH2:37][CH2:38][CH2:39][CH2:40][CH3:41])[C:60]1[CH:65]=[CH:64][CH:63]=[CH:62][CH:61]=1. Procedure: Iridium complex (1,5-cyclooctadiene bis(methyldiphenylphosphine)iridium hexafluorophosphate, 112 mg, 0.096 mmol) was suspended in tetrahydrofuran (5 mL), and activated by stirring under H2 flow. To this solution, Compound 5 (864 mg, 0.95 mmol) dissolved in tetrahydrofuran (5 mL) was added, and the mixture was stirred at room temperature for 2 hours under argon gas flow. Then, iodine (484 mg), water (24.7 mL) and tetrahydrofuran (15 mL) were added thereto, and the mixture was further stirred at r... Reactants: C(C1=CC=CC=C1)OC1=C(C=C(C=C1)C(CNC(CCN1N=C(N=C1)C1=CC=C(C=C1)OC)(C)C)O)CO (1-(4-benzyloxy-3-hydroxymethyl-phenyl)-2-{3-[3-(4-methoxy-phenyl)-[1,2,4]triazol-1-yl]-1,1-dimethyl-propylamino}-ethanol). The reagents and catalysts are [Pd] (palladium on charcoal). The solvent is O1CCCC1 (tetrahydrofuran), CO (methanol). Product: OC(CNC(CCN1N=C(N=C1)C1=CC=C(C=C1)OC)(C)C)C1=CC(=C(C=C1)O)CO (4-(1-hydroxy-2-{3-[3-(4-methoxy-phenyl)-[1,2,4]triazol-1-yl]-1,1-dimethyl-propylamino}-ethyl)-2-hydroxymethyl-phenol). Reaction SMILES: C([O:8][C:9]1[CH:14]=[CH:13][C:12]([CH:15]([OH:36])[CH2:16][NH:17][C:18]([CH3:35])([CH3:34])[CH2:19][CH2:20][N:21]2[CH:25]=[N:24][C:23]([C:26]3[CH:31]=[CH:30][C:29]([O:32][CH3:33])=[CH:28][CH:27]=3)=[N:22]2)=[CH:11][C:10]=1[CH2:37][OH:38])C1C=CC=CC=1>[Pd].CO.O1CCCC1>[OH:36][CH:15]([C:12]1[CH:13]=[CH:14][C:9]([OH:8])=[C:10]([CH2:37][OH:38])[CH:11]=1)[CH2:16][NH:17][C:18]([CH3:35])([CH3:34])[CH2:19][CH2:20][N:21]1[CH:25]=[N:24][C:23]([C:26]2[CH:27]=[CH:28][C:29]([O:32][CH3:33])=[CH:30][CH:31]=2)=[N:22]1. Procedure details: 3.8 g of 1-(4-benzyloxy-3-hydroxymethyl-phenyl)-2-{3-[3-(4-methoxy-phenyl)-[1,2,4]triazol-1-yl]-1,1-dimethyl-propylamino}-ethanol are hydrogenated with 0.6 g of palladium on charcoal (5%) as catalyst in 75 mL methanol and 75 mL tetrahydrofuran. Then the catalyst is suction filtered and the filtrate is evaporated down. The residue is dissolved in 15 mL 15% m acetonitrile, acidified with formic acid and combined with a crystallisation aid. The precipitated product is separated off and washed. Yiel... The reactants are ClC1=NC=NC(=C1)OCC#CC (4-chloro-6-(2-butynyloxy)pyrimidine), C([O-])([O-])=O.[K+].[K+] (potassium carbonate), C(#N)C1=C(C=CC=C1)O (2-cyanophenol), [Cl-].[NH4+] (ammonium chloride). The solvent is CN(C=O)C (N,N-dimethylformamide). Run at temperature 60 celsius, time 7 hour. Product: C(C#CC)OC1=NC=NC(=C1)OC1=C(C=CC=C1)C#N (4-(2-butynyloxy)-6-(2-cyanophenoxy) pyrimidine). Yield: 68.8%. As a reaction SMILES: Cl[C:2]1[CH:7]=[C:6]([O:8][CH2:9][C:10]#[C:11][CH3:12])[N:5]=[CH:4][N:3]=1.C(=O)([O-])[O-].[K+].[K+].[C:19]([C:21]1[CH:26]=[CH:25][CH:24]=[CH:23][C:22]=1[OH:27])#[N:20].[Cl-].[NH4+]>CN(C)C=O>[CH2:9]([O:8][C:6]1[CH:7]=[C:2]([O:27][C:22]2[CH:23]=[CH:24][CH:25]=[CH:26][C:21]=2[C:19]#[N:20])[N:3]=[CH:4][N:5]=1)[C:10]#[C:11][CH3:12] |f:1.2.3,5.6|. Procedure: To 2 ml of N,N-dimethylformamide were added 0.2 g of 4-chloro-6-(2-butynyloxy)pyrimidine, 0.23 g of potassium carbonate and 0.16 g of 2-cyanophenol, followed by stirring at 60° C. for 7 hours. The reaction mixture was then left for cooling to room temperature and poured into a saturated aqueous ammonium chloride solution, which was extracted three times with chloroform. The chloroform layers were combined, washed with diluted hydrochloric acid and then with water, and dried over anhydrous magnes... Starting materials: [N+](=[N-])=CC(=O)OCC (Ethyl diazoacetate), C(CCC)C1=CC=C(S1)C=C ((5-n-butylthiophen-2-yl)-ethylene). The reagents and catalysts are S(=O)(=O)([O-])[O-].[Cu+2] (copper (II) sulphate). Run in ClCCl (dichloromethane), ClCCl (dichloromethane). Yields the product C(CCC)C1=CC=C(S1)C1C(C1)C(=O)OCC (ethyl 2-(5-n-butylthiophen-2-yl)-cyclopropanecarboxylate). Yield: 64.8%. Reaction SMILES: [N+](=[CH:3][C:4]([O:6][CH2:7][CH3:8])=[O:5])=[N-].[CH2:9]([C:13]1[S:17][C:16]([CH:18]=[CH2:19])=[CH:15][CH:14]=1)[CH2:10][CH2:11][CH3:12]>ClCCl.S([O-])([O-])(=O)=O.[Cu+2]>[CH2:9]([C:13]1[S:17][C:16]([CH:18]2[CH2:19][CH:3]2[C:4]([O:6][CH2:7][CH3:8])=[O:5])=[CH:15][CH:14]=1)[CH2:10][CH2:11][CH3:12] |f:3.4|. Reported procedure: This Example illustrates the preparation of 4-[2-(5-n-butylthiophen-2-yl)-trans-cyclopropylmethyl]-2,6-cis-dimethylmorpholine (Compound No. 8 in Table I). Phosphorus oxychloride (12.02 g, 0.078 mol) was added dropwise to N-methylformanilide (10.62 g, 0.079 mol) and a yellow solid was produced. This was cooled to 0° C. for 1/2 hour, then 2-n-butylthiophene (10 g, 0.071 mol) was added dropwise and the mixture stirred at room temperature for 3 hours. The mixture was poured into ice/water, neutralis... Procedure details: Following the procedure as described in EXAMPLE 9 and making non-critical variations using 6-methoxyspiro[1-benzofuran-3,3′-indol]-2′(1′H)-one to replace 3-methylspiro[furo[3,2-f][1,2]benzisoxazole-5,3′-indol]-2′(1′H)-one, and 2-(bromomethyl)tetrahydro-2H-pyran to replace 2-(bromomethyl)-5-(trifluoromethyl)furan, 6-methoxy-1′-(tetrahydro-2H-pyran-2-ylmethyl)spiro[1-benzofuran-3,3′-indol]-2′(1′H)-one was obtained (54%) as a colorless foam; 1H NMR (300 MHz, CDCl3) δ 7.28 (dd, J=7.5, 7.5 Hz, 1H), 7... As a reaction SMILES: [CH3:1][O:2][C:3]1[CH:8]=[CH:7][C:6]2[C:9]3([CH2:19][O:20][C:5]=2[CH:4]=1)[C:17]1[C:12](=[CH:13][CH:14]=[CH:15][CH:16]=1)[NH:11][C:10]3=[O:18].CC1C2C=C3[C:33]4([C:41]5[C:36](=CC=CC=5)NC4=O)[CH2:32][O:31][C:29]3=[CH:30]C=2ON=1.BrCC1CCCCO1.BrCC1OC(C(F)(F)F)=CC=1>>[CH3:1][O:2][C:3]1[CH:8]=[CH:7][C:6]2[C:9]3([CH2:19][O:20][C:5]=2[CH:4]=1)[C:17]1[C:12](=[CH:13][CH:14]=[CH:15][CH:16]=1)[N:11]([CH2:30][CH:29]1[CH2:36][CH2:41][CH2:33][CH2:32][O:31]1)[C:10]3=[O:18]. The product is COC1=CC2=C(C=C1)C1(C(N(C3=CC=CC=C13)CC1OCCCC1)=O)CO2 (6-methoxy-1′-(tetrahydro-2H-pyran-2-ylmethyl)spiro[1-benzofuran-3,3′-indol]-2′(1′H)-one). The reactants are COC1=CC2=C(C=C1)C1(C(NC3=CC=CC=C13)=O)CO2 (6-methoxyspiro[1-benzofuran-3,3′-indol]-2′(1′H)-one), BrCC=1OC(=CC1)C(F)(F)F (2-(bromomethyl)-5-(trifluoromethyl)furan), CC1=NOC2=C1C=C1C(=C2)OCC12C(NC1=CC=CC=C21)=O (3-methylspiro[furo[3,2-f][1,2]benzisoxazole-5,3′-indol]-2′(1′H)-one), BrCC1OCCCC1 (2-(bromomethyl)tetrahydro-2H-pyran).